The task is: describe an organic reaction: reactants, conditions, products, and yield. This data is from the Open Reaction Database (ORD), a public repository of structured organic reaction records. The reactants are COC(=O)CBr, CN1CCCC1=O, C[SiH](C)ON(c1ncc2c(n1)NC(=O)N(c1ccccc1Cl)C2)C1CCC(C(C)(C)C)CC1, [H-], [Na+], O. Product: COC(=O)CN1C(=O)N(c2ccccc2Cl)Cc2cnc(N(O[SiH](C)C)C3CCC(C(C)(C)C)CC3)nc21. RXN SMILES: [Br:36][CH2:37][C:38](=[O:39])[O:40][CH3:41].[CH3:43][N:44]1[CH2:45][CH2:46][CH2:47][C:48]1=[O:49].[Cl:1][c:2]1[c:3]([N:8]2[C:9](=[O:33])[NH:10][c:11]3[n:12][c:13]([N:18]([CH:19]4[CH2:20][CH2:21][CH:22]([C:25]([CH3:26])([CH3:27])[CH3:28])[CH2:23][CH2:24]4)[O:29][SiH:30]([CH3:31])[CH3:32])[n:14][cH:15][c:16]3[CH2:17]2)[cH:4][cH:5][cH:6][cH:7]1.[H-:34].[Na+:35].[OH2:42]>>[Cl:1][c:2]1[c:3]([N:8]2[C:9](=[O:33])[N:10]([CH2:37][C:38](=[O:39])[O:40][CH3:41])[c:11]3[n:12][c:13]([N:18]([CH:19]4[CH2:20][CH2:21][CH:22]([C:25]([CH3:26])([CH3:27])[CH3:28])[CH2:23][CH2:24]4)[O:29][SiH:30]([CH3:31])[CH3:32])[n:14][cH:15][c:16]3[CH2:17]2)[cH:4][cH:5][cH:6][cH:7]1. Starting materials: C=O (formaldehyde), 18.63, NC1=CC=CC=C1 (aniline), SC=1SC2=C(N1)C=CC=C2 (2-mercaptobenzothiazole). The solvent is C(C)O (ethanol). Conditions: time 30 minute. Product: C1(=CC=CC=C1)NCN1C(SC2=C1C=CC=C2)=S (3-(phenylaminomethyl)benzothiazoline-2-thione). RXN SMILES: [NH2:1][C:2]1[CH:7]=[CH:6][CH:5]=[CH:4][CH:3]=1.[SH:8][C:9]1[S:10][C:11]2[CH:17]=[CH:16][CH:15]=[CH:14][C:12]=2[N:13]=1.[CH2:18]=O>C(O)C>[C:2]1([NH:1][CH2:18][N:13]2[C:12]3[CH:14]=[CH:15][CH:16]=[CH:17][C:11]=3[S:10][C:9]2=[S:8])[CH:7]=[CH:6][CH:5]=[CH:4][CH:3]=1. Procedure: With stirring, 18.63 (0.2 mole) of aniline are added to a suspension of 33.45 g (0.2 mole) of 2-mercaptobenzothiazole in 120 ml of ethanol, the temperature rising to 30° C. Then 16.4 g (0.2 mole) of 37% aqueous formaldehyde solution are added and stirring is continued for 30 minutes. The precipitate is isolated by filtration and washed with cold ethanol and hexane, affording 47 g of 3-(phenylaminomethyl)benzothiazoline-2-thione which melts at 102°-103° C. The reactants are CN(C)CC1(c2ccc(O)cc2)CCOCC1, CCOC(C)=O, OC1CCN(CCCCl)CC1, [K+], [K+], O=C([O-])[O-], CN(C)C=O. Yields the product CN(C)CC1(c2ccc(OCCCN3CCC(O)CC3)cc2)CCOCC1. RXN SMILES: [CH3:1][N:2]([CH3:3])[CH2:4][C:5]1([c:11]2[cH:12][cH:13][c:14]([OH:17])[cH:15][cH:16]2)[CH2:6][CH2:7][O:8][CH2:9][CH2:10]1.[CH3:40][CH2:41][O:42][C:43]([CH3:44])=[O:45].[Cl:18][CH2:19][CH2:20][CH2:21][N:22]1[CH2:23][CH2:24][CH:25]([OH:28])[CH2:26][CH2:27]1.[K+:34].[K+:35].[O-:36][C:37]([O-:38])=[O:39].[O:29]=[CH:30][N:31]([CH3:32])[CH3:33]>>[CH3:1][N:2]([CH3:3])[CH2:4][C:5]1([c:11]2[cH:12][cH:13][c:14]([O:17][CH2:19][CH2:20][CH2:21][N:22]3[CH2:23][CH2:24][CH:25]([OH:28])[CH2:26][CH2:27]3)[cH:15][cH:16]2)[CH2:6][CH2:7][O:8][CH2:9][CH2:10]1.